From a dataset of the Open Reaction Database (ORD), a public repository of structured organic reaction records. describe an organic reaction: reactants, conditions, products, and yield Starting materials: CC[SiH](CC)CC, COc1ccc(S(=O)(=O)N2CCCCC(COCc3ccccc3)C2C(=O)NOC(c2ccccc2)c2ccccc2)cc1, ClCCl, O=C(O)C(F)(F)F. The product is COc1ccc(S(=O)(=O)N2CCCCC(COCc3ccccc3)C2C(=O)NO)cc1. Reaction SMILES: [CH2:52]([SiH:53]([CH2:54][CH3:55])[CH2:56][CH3:57])[CH3:58].[CH:1]([c:2]1[cH:3][cH:4][cH:5][cH:6][cH:7]1)([c:8]1[cH:9][cH:10][cH:11][cH:12][cH:13]1)[O:14][NH:15][C:16](=[O:17])[CH:18]1[N:19]([S:34](=[O:35])(=[O:36])[c:37]2[cH:38][cH:39][c:40]([O:43][CH3:44])[cH:41][cH:42]2)[CH2:20][CH2:21][CH2:22][CH2:23][CH:24]1[CH2:25][O:26][CH2:27][c:28]1[cH:29][cH:30][cH:31][cH:32][cH:33]1.[Cl:59][CH2:60][Cl:61].[OH:45][C:46]([C:47]([F:48])([F:49])[F:50])=[O:51]>>[OH:14][NH:15][C:16](=[O:17])[CH:18]1[N:19]([S:34](=[O:35])(=[O:36])[c:37]2[cH:38][cH:39][c:40]([O:43][CH3:44])[cH:41][cH:42]2)[CH2:20][CH2:21][CH2:22][CH2:23][CH:24]1[CH2:25][O:26][CH2:27][c:28]1[cH:29][cH:30][cH:31][cH:32][cH:33]1.